This data is from the Open Reaction Database (ORD), a public repository of structured organic reaction records. The task is: describe an organic reaction: reactants, conditions, products, and yield Starting materials: N (ammonia), resultant acid, N (ammonia), C1=2C(=O)OC(NC1=CC=CC2)=O (isatoic anhydride), [N+](=O)([O-])C1=C2C(C(=O)OC(N2)=O)=CC(=C1)[N+](=O)[O-] (3,5-dinitroisatoic anhydride). Yields the product NC1=C(C(=O)N)C=C(C=C1[N+](=O)[O-])[N+](=O)[O-] (2-amino-3,5-dinitrobenzamide). RXN SMILES: N.C12C(=CC=CC=1)[NH:7]C(=O)OC2=O.[N+:14]([C:17]1[CH:28]=[C:27]([N+:29]([O-:31])=[O:30])[CH:26]=[C:19]2[C:20](OC(=O)[NH:24][C:18]=12)=[O:21])([O-:16])=[O:15]>>[NH2:24][C:18]1[C:17]([N+:14]([O-:16])=[O:15])=[CH:28][C:27]([N+:29]([O-:31])=[O:30])=[CH:26][C:19]=1[C:20]([NH2:7])=[O:21]. Procedure details: A process for the manufacture of 2-amino-3,5-dinitrobenzamide which comprises nitrating at -20° C. to 80° C. isatoic anhydride dissolved in an inert organic solvent with an acid mixture consisting of 85-100% strength nitric acid and oleum, said acid mixture containing 0.5 to 20 moles of sulfur trioxide per mole of nitric acid, to produce 3,5-dinitroisatoic anhydride, allowing the reaction mixture to separate into an organic phase and an acid phase containing the 3,5-dinitroisatoic anhydride, add... Reactants: CC1(C)OC1CO, CC(C)[O-], CC(C)[O-], CC(C)[O-], CC(C)[O-], ClCCl, NC(c1ccccc1)c1ccccc1, [Na+], [OH-], [Ti+4]. Yields the product CC(C)(NC(c1ccccc1)c1ccccc1)C(O)CO. Reaction SMILES: [CH3:1][C:2]1([CH3:7])[CH:3]([CH2:5][OH:6])[O:4]1.[CH3:27][CH:28]([CH3:29])[O-:30].[CH3:32][CH:33]([CH3:34])[O-:35].[CH3:36][CH:37]([CH3:38])[O-:39].[CH3:40][CH:41]([CH3:42])[O-:43].[Cl:24][CH2:25][Cl:26].[NH2:8][CH:9]([c:10]1[cH:11][cH:12][cH:13][cH:14][cH:15]1)[c:16]1[cH:17][cH:18][cH:19][cH:20][cH:21]1.[Na+:23].[OH-:22].[Ti+4:31]>>[CH3:1][C:2]([CH:3]([OH:4])[CH2:5][OH:6])([CH3:7])[NH:8][CH:9]([c:10]1[cH:11][cH:12][cH:13][cH:14][cH:15]1)[c:16]1[cH:17][cH:18][cH:19][cH:20][cH:21]1. The reactants are O (water), P(=O)(OC1=CC=CC=C1)(OC1=CC=CC=C1)Cl (diphenyl chlorophosphate), N12CCCCCC2=NCCC1 (1,8-diazabicyclo[5.4.0]undec-7-ene), C1(=CC=CC=C1)CC=O (phenylacetaldehyde). Solvent: CCOCC (ether), C(Cl)Cl (methylene chloride). Conditions: temperature 0 celsius, time 6 hour. Yields the product P(=O)(OC=CC1=CC=CC=C1)(OC1=CC=CC=C1)OC1=CC=CC=C1 (2-phenylvinyl diphenyl phosphate). Isolated yield 90.8%. Reaction SMILES: [P:1](Cl)([O:10][C:11]1[CH:16]=[CH:15][CH:14]=[CH:13][CH:12]=1)([O:3][C:4]1[CH:9]=[CH:8][CH:7]=[CH:6][CH:5]=1)=[O:2].N12CCCN=C1CCCCC2.[C:29]1([CH2:35][CH:36]=[O:37])[CH:34]=[CH:33][CH:32]=[CH:31][CH:30]=1.O>C(Cl)Cl.CCOCC>[P:1]([O:10][C:11]1[CH:16]=[CH:15][CH:14]=[CH:13][CH:12]=1)([O:3][C:4]1[CH:9]=[CH:8][CH:7]=[CH:6][CH:5]=1)([O:37][CH:36]=[CH:35][C:29]1[CH:34]=[CH:33][CH:32]=[CH:31][CH:30]=1)=[O:2]. Procedure details: 2-Phenylvinyl diphenyl phosphate was prepared by treating a solution of 4.6 mL (22 mmol) diphenyl chlorophosphate and 3.6 mL (24 mmol) 1,8-diazabicyclo[5.4.0]undec-7-ene in 20 mL methylene chloride 0° C. with 2.6 mL (20 mmol) phenylacetaldehyde (90% purity. The solution was stirred at 0° C. for 6 h, poured into a mixture of water and ether (75 mL each), and the organic phase was extracted twice with 0.1 N HCl (50 mL each) and then washed with brine (25 mL). The organic phase was then dried over ... Reactants: CCO, N#Cc1ccccc1Oc1ccc(Cl)cc1Cl, [K+], [OH-], O. Product: O=C(O)c1ccccc1Oc1ccc(Cl)cc1Cl. RXN SMILES: [CH3:21][CH2:22][OH:23].[Cl:1][c:2]1[c:3]([O:4][c:5]2[c:6]([C:7]#[N:8])[cH:9][cH:10][cH:11][cH:12]2)[cH:13][cH:14][c:15]([Cl:17])[cH:16]1.[K+:19].[OH-:18].[OH2:20]>>[Cl:1][c:2]1[c:3]([O:4][c:5]2[c:6]([C:7](=[O:18])[OH:20])[cH:9][cH:10][cH:11][cH:12]2)[cH:13][cH:14][c:15]([Cl:17])[cH:16]1. Reactants: CCOP(C)OCC, CC#N, O=[N+]([O-])c1ccc(Oc2ccc(C(F)(F)F)cc2Cl)cc1[N+](=O)[O-]. The product is CCOP(C)(=O)c1cc(Oc2ccc(C(F)(F)F)cc2Cl)ccc1[N+](=O)[O-]. Reaction SMILES: [CH3:25][P:26]([O:27][CH2:28][CH3:29])[O:30][CH2:31][CH3:32].[CH3:33][C:34]#[N:35].[Cl:1][c:2]1[c:3]([O:4][c:5]2[cH:6][c:7]([N+:14]([O-:15])=[O:16])[c:8]([N+:11](=[O:12])[O-:13])[cH:9][cH:10]2)[cH:17][cH:18][c:19]([C:21]([F:22])([F:23])[F:24])[cH:20]1>>[Cl:1][c:2]1[c:3]([O:4][c:5]2[cH:6][c:7]([P:26]([CH3:25])([O:27][CH2:28][CH3:29])=[O:30])[c:8]([N+:11](=[O:12])[O-:13])[cH:9][cH:10]2)[cH:17][cH:18][c:19]([C:21]([F:22])([F:23])[F:24])[cH:20]1.